Dataset: the Open Reaction Database (ORD), a public repository of structured organic reaction records. Task: describe an organic reaction: reactants, conditions, products, and yield Starting materials: N(N)CCO (2-hydrazinylethanol), CN(C)C=O (DMF), FC1=C(C=CC(=C1)F)C(CC=1C=CC=2N(N1)C(=NN2)C(C)C)=O (1-(2,4-difluorophenyl)-2-(3-isopropyl-[1,2,4]triazolo[4,3-b]pyridazin-6-yl)ethanone), P(=O)(Cl)(Cl)Cl (phosphorus oxychloride), Cl.NO (hydroxylamine hydrochloride), CN(C)C=O (DMF), C(=O)(O)[O-].[Na+] (NaHCO3). Run in C(Cl)Cl (DCM), C(Cl)(Cl)Cl (chloroform), C(Cl)Cl (DCM). Conditions: temperature 80 celsius, time 3 hour. Product: NC1=C(C(=NN1CCO)C1=C(C=C(C=C1)F)F)C=1C=CC=2N(N1)C(=NN2)C(C)C (2-(5-Amino-3-(2,4-difluorophenyl)-4-(3-isopropyl-[1,2,4]triazolo[4,3-b]pyridazin-6-yl)-1H-pyrazol-1-yl)ethanol). Isolated yield 39.6%. Reaction SMILES: [CH3:1][N:2](C=O)C.P(Cl)(Cl)(Cl)=O.[F:11][C:12]1[CH:17]=[C:16]([F:18])[CH:15]=[CH:14][C:13]=1[C:19](=O)[CH2:20][C:21]1[CH:22]=[CH:23][C:24]2[N:25]([C:27]([CH:30]([CH3:32])[CH3:31])=[N:28][N:29]=2)[N:26]=1.Cl.NO.C([O-])(O)=O.[Na+].[NH:42]([CH2:44][CH2:45][OH:46])[NH2:43]>C(Cl)(Cl)Cl.C(Cl)Cl>[NH2:2][C:1]1[N:42]([CH2:44][CH2:45][OH:46])[N:43]=[C:19]([C:13]2[CH:14]=[CH:15][C:16]([F:18])=[CH:17][C:12]=2[F:11])[C:20]=1[C:21]1[CH:22]=[CH:23][C:24]2[N:25]([C:27]([CH:30]([CH3:32])[CH3:31])=[N:28][N:29]=2)[N:26]=1 |f:3.4,5.6|. Procedure: DMF (1.00 mL, 12.6 mmol) was cooled to about 5° C. then phosphorus oxychloride (0.44 mL, 4.7 mmol) was added dropwise. After about 15 min the 1-(2,4-difluorophenyl)-2-(3-isopropyl-[1,2,4]triazolo[4,3-b]pyridazin-6-yl)ethanone (0.500 g, 1.58 mmol, Preparation #K.1) in chloroform (10 mL) was added dropwise. The solution was heated to about 80° C. for about 15 min and then the mixture was cooled to about 5° C. then hydroxylamine hydrochloride (0.330 g, 4.74 mmol) and DMF (0.979 mL, 12.7 mmol) were ...